Dataset: the Open Reaction Database (ORD), a public repository of structured organic reaction records. Task: describe an organic reaction: reactants, conditions, products, and yield Starting materials: CN(C)C=O (DMF), C(C)N(C(C)C)C(C)C (N-ethyldiisopropylamine), N1CCOCC1 (morpholine), ClC1=CC(=NC(=N1)N)NC1=CC(=C(C=C1)OC1=C2C(=NC=C1)NC=C2)F (6-Chloro-N4-[3-fluoro-4-(1H-pyrrolo[2,3-b]pyridin-4-yloxy)phenyl]pyrimidine-2,4-diamine). Solvent: C(C)C(CO)CCCC (2-ethylhexanol). Reaction conditions: temperature 150 celsius. Product: FC=1C=C(C=CC1OC1=C2C(=NC=C1)NC=C2)NC2=NC(=NC(=C2)N2CCOCC2)N (N4-[3-Fluoro-4-(1H-pyrrolo[2,3-b]pyridin-4-yloxy)phenyl]-6-morpholin-4-yl-pyrimidine-2,4-diamine). RXN SMILES: Cl[C:2]1[N:7]=[C:6]([NH2:8])[N:5]=[C:4]([NH:9][C:10]2[CH:15]=[CH:14][C:13]([O:16][C:17]3[CH:22]=[CH:21][N:20]=[C:19]4[NH:23][CH:24]=[CH:25][C:18]=34)=[C:12]([F:26])[CH:11]=2)[CH:3]=1.C(N(C(C)C)C(C)C)C.[NH:36]1[CH2:41][CH2:40][O:39][CH2:38][CH2:37]1.CN(C=O)C>C(C(CCCC)CO)C>[F:26][C:12]1[CH:11]=[C:10]([NH:9][C:4]2[CH:3]=[C:2]([N:36]3[CH2:41][CH2:40][O:39][CH2:38][CH2:37]3)[N:7]=[C:6]([NH2:8])[N:5]=2)[CH:15]=[CH:14][C:13]=1[O:16][C:17]1[CH:22]=[CH:21][N:20]=[C:19]2[NH:23][CH:24]=[CH:25][C:18]=12. Procedure: 52 mg (0.14 mmol) of 6-chloro-N4-[3-fluoro-4-(1H-pyrrolo[2,3-b]pyridin-4-yloxy)-phenyl]pyrimidine-2,4-diamine (from example 60) are dissolved in 2.5 ml of 2-ethylhexanol. 0.24 ml of N-ethyldiisopropylamine and 36 mg (0.42 mmol) of morpholine are added, and the mixture is heated at 150° C. bath temperature for 20 hours. After cooling, a little DMF is added and the mixture is chromatographed on silica gel 60 (gradient column: mobile phase: DCM:methanol=50:1, then 3:1). This gives an oil which is p...